Dataset: the Open Reaction Database (ORD), a public repository of structured organic reaction records. Task: describe an organic reaction: reactants, conditions, products, and yield Starting materials: CN(C)C=C1CC(NC2=C(C1=O)C=C(C=C2)F)=O (4-[(dimethylamino)methylene]-7-fluoro-3,4-dihydro-1H-benzazepine-2,5-dione), N1C=C(C2=CC=CC=C12)CC(=N)N (2-(1H-indol-3-yl)-acetamidine). The product is FC=1C=CC2=C(C3=C(CC(N2)=O)C=NC(=N3)CC3=CNC2=CC=CC=C32)C1 (10-Fluoro-5,7-dihydro-2-(1H-indol-3-ylmethyl)-6H-pyrimido[5,4-d][1]benzazepin-6-one). The yield is 87.0%. Reaction SMILES: CN([CH:4]=[C:5]1[C:11](=O)[C:10]2[CH:13]=[C:14]([F:17])[CH:15]=[CH:16][C:9]=2[NH:8][C:7](=[O:18])[CH2:6]1)C.[NH:19]1[C:27]2[C:22](=[CH:23][CH:24]=[CH:25][CH:26]=2)[C:21]([CH2:28][C:29]([NH2:31])=[NH:30])=[CH:20]1>>[F:17][C:14]1[CH:15]=[CH:16][C:9]2[NH:8][C:7](=[O:18])[CH2:6][C:5]3[CH:4]=[N:30][C:29]([CH2:28][C:21]4[C:22]5[C:27](=[CH:26][CH:25]=[CH:24][CH:23]=5)[NH:19][CH:20]=4)=[N:31][C:11]=3[C:10]=2[CH:13]=1. Procedure: Analogous to Scheme 1, from 4-[(dimethylamino)methylene]-7-fluoro-3,4-dihydro-1H-benzazepine-2,5-dione and 2-(1H-indol-3-yl)-acetamidine. Yield: 87%. Reported procedure: The compound was prepared following an analogous procedure to the one described for the synthesis 2-{2-[3-[3-(2-methoxy-phenylsulfanyl)-propyl]-3-(trans-4-methyl-cyclohexyl)-ureido]-thiazol-5-ylsulfanyl}-2-methyl-propionic acid using 2-trifluoromethoxy-thiophenol and 2-(2-amino-thiazol-5-ylsulfanyl)-2-methyl-propionic acid ethyl ester. RXN SMILES: COC1C=CC=CC=1S[CH2:10][CH2:11][CH2:12][N:13]([C@H:29]1[CH2:34][CH2:33][C@H:32]([CH3:35])[CH2:31][CH2:30]1)[C:14](=[O:28])[NH:15][C:16]1[S:17][C:18]([S:21][C:22]([CH3:27])([CH3:26])[C:23]([OH:25])=[O:24])=[CH:19][N:20]=1.[F:36][C:37]([F:47])([F:46])[O:38][C:39]1[CH:44]=[CH:43][CH:42]=[CH:41][C:40]=1[SH:45].C(OC(=O)C(SC1SC(N)=NC=1)(C)C)C>>[CH3:26][C:22]([S:21][C:18]1[S:17][C:16]([NH:15][C:14]([N:13]([C@H:29]2[CH2:34][CH2:33][C@H:32]([CH3:35])[CH2:31][CH2:30]2)[CH2:12][CH2:11][CH2:10][S:45][C:40]2[CH:41]=[CH:42][CH:43]=[CH:44][C:39]=2[O:38][C:37]([F:36])([F:46])[F:47])=[O:28])=[N:20][CH:19]=1)([CH3:27])[C:23]([OH:25])=[O:24]. The reactants are COC1=C(C=CC=C1)SCCCN(C(NC=1SC(=CN1)SC(C(=O)O)(C)C)=O)[C@@H]1CC[C@H](CC1)C (2-{2-[3-[3-(2-methoxy-phenylsulfanyl)-propyl]-3-(trans-4-methyl-cyclohexyl)-ureido]-thiazol-5-ylsulfanyl}-2-methyl-propionic acid), FC(OC1=C(C=CC=C1)S)(F)F (2-trifluoromethoxy-thiophenol), C(C)OC(C(C)(C)SC1=CN=C(S1)N)=O (2-(2-amino-thiazol-5-ylsulfanyl)-2-methyl-propionic acid ethyl ester). Yields the product CC(C(=O)O)(C)SC1=CN=C(S1)NC(=O)N(CCCSC1=C(C=CC=C1)OC(F)(F)F)[C@@H]1CC[C@H](CC1)C (2-Methyl-2-(2-{3-(trans-4-methyl-cyclohexyl)-3-[3-(2-trifluoromethoxy-phenylsulfanyl)-propyl]-ureido}-thiazol-5-ylsulfanyl)-propionic acid). Starting materials: [NH4+].[Cl-] (NH4Cl), COC(=O)C=1C2CN(CC(CC1OS(=O)(=O)C(F)(F)F)N2C(=O)OC(C)(C)C)C(=O)OC(C)(C)C (7-Trifluoromethanesulfonyloxy-3,9-diazabicyclo[3.3.1]non-6-ene-3,6,9-tricarboxylic acid 3,9-di-tert-butyl ester 6-methyl ester), ClC1=C(OCCOC=2SC=CN2)C(=CC(=C1)C)Cl (2-[2-(2,6-dichloro-4-methylphenoxy)ethoxy]thiazole), [Li]CCCC (BuLi). Reagents/catalysts: C=1C=CC(=CC1)[P](C=2C=CC=CC2)(C=3C=CC=CC3)[Pd]([P](C=4C=CC=CC4)(C=5C=CC=CC5)C=6C=CC=CC6)([P](C=7C=CC=CC7)(C=8C=CC=CC8)C=9C=CC=CC9)[P](C=1C=CC=CC1)(C=1C=CC=CC1)C=1C=CC=CC1 (Pd(PPh3)4), [Cl-].[Cl-].[Zn+2] (ZnCl2). Solvent: CCOC(=O)C (EtOAc), C1CCOC1 (THF), C1CCOC1 (THF). Conditions: temperature -78 celsius, time 1 hour. Yields the product COC(=O)C=1C2CN(CC(CC1C1=CN=C(S1)OCCOC1=C(C=C(C=C1Cl)C)Cl)N2C(=O)OC(C)(C)C)C(=O)OC(C)(C)C (7-{2-[2-(2,6-Dichloro-4-methylphenoxy)ethoxy]thiazol-5-yl}-3,9-diazabicyclo[3.3.1]non-6-ene-3,6,9-tricarboxylic acid 3,9-di-tert-butyl ester 6-methyl ester). The yield is 93.0%. Reaction SMILES: [Cl:1][C:2]1[CH:16]=[C:15]([CH3:17])[CH:14]=[C:13]([Cl:18])[C:3]=1[O:4][CH2:5][CH2:6][O:7][C:8]1[S:9][CH:10]=[CH:11][N:12]=1.[Li]CCCC.[CH3:24][O:25][C:26]([C:28]1[CH:29]2[N:44]([C:45]([O:47][C:48]([CH3:51])([CH3:50])[CH3:49])=[O:46])[CH:33]([CH2:34][C:35]=1OS(C(F)(F)F)(=O)=O)[CH2:32][N:31]([C:52]([O:54][C:55]([CH3:58])([CH3:57])[CH3:56])=[O:53])[CH2:30]2)=[O:27].[NH4+].[Cl-]>C1COCC1.[Cl-].[Cl-].[Zn+2].C1C=CC([P]([Pd]([P](C2C=CC=CC=2)(C2C=CC=CC=2)C2C=CC=CC=2)([P](C2C=CC=CC=2)(C2C=CC=CC=2)C2C=CC=CC=2)[P](C2C=CC=CC=2)(C2C=CC=CC=2)C2C=CC=CC=2)(C2C=CC=CC=2)C2C=CC=CC=2)=CC=1.CCOC(C)=O>[CH3:24][O:25][C:26]([C:28]1[CH:29]2[N:44]([C:45]([O:47][C:48]([CH3:51])([CH3:49])[CH3:50])=[O:46])[CH:33]([CH2:34][C:35]=1[C:10]1[S:9][C:8]([O:7][CH2:6][CH2:5][O:4][C:3]3[C:13]([Cl:18])=[CH:14][C:15]([CH3:17])=[CH:16][C:2]=3[Cl:1])=[N:12][CH:11]=1)[CH2:32][N:31]([C:52]([O:54][C:55]([CH3:58])([CH3:57])[CH3:56])=[O:53])[CH2:30]2)=[O:27] |f:3.4,6.7.8,^1:72,74,93,112|. Procedure: A cooled (−78° C.) sol. of 2-[2-(2,6-dichloro-4-methylphenoxy)ethoxy]thiazole (3.11 g, 10.2 mmol) in anhydrous THF (90 mL) was treated dropwise with BuLi (1.6 M in hexane; 7.00 mL; 11.2 mmol). After additional stirring at −78° C. for 1 h, ZnCl2 (1M in THF, 12.3 mL, 12.3 mmol) was added dropwise, and the resulting reaction mixture was allowed to warm up to rt for 1.5 h. A sol. of compound Y (4.34 g, 8.18 mmol) and Pd(PPh3)4 (284 mg, 0.246 mmol) in THF (20 mL) was added and the resulting mixture w... Reactants: O1C(CCCC1)OC1=CC=C(C=C1)[Mg]Br (4-(2-Tetrahydro-2H-pyranoxy)phenylmagnesium bromide), CN1C(=NC=C1)C=O (1-methyl-2-imidazolecarboxaldehyde). Run in C1CCOC1 (THF). Run at time 3 hour. The product is CN1C(=NC=C1)C(O)C1=CC=C(C=C1)OC1OCCCC1 ((1-Methyl-1H-imidazol-2-yl)(4-(tetrahydro-2H-pyran-2-yloxy)phenyl)methanol). Isolated yield 100.2%. RXN SMILES: [O:1]1[CH2:6][CH2:5][CH2:4][CH2:3][CH:2]1[O:7][C:8]1[CH:13]=[CH:12][C:11]([Mg]Br)=[CH:10][CH:9]=1.[CH3:16][N:17]1[CH:21]=[CH:20][N:19]=[C:18]1[CH:22]=[O:23]>C1COCC1>[CH3:16][N:17]1[CH:21]=[CH:20][N:19]=[C:18]1[CH:22]([C:11]1[CH:12]=[CH:13][C:8]([O:7][CH:2]2[CH2:3][CH2:4][CH2:5][CH2:6][O:1]2)=[CH:9][CH:10]=1)[OH:23]. Procedure details: 4-(2-Tetrahydro-2H-pyranoxy)phenylmagnesium bromide (0.5 M in THF, 160 mL, 80 mmol) was added slowly to a solution of 1-methyl-2-imidazolecarboxaldehyde (8 g, 72.7 mmol) in THF (100 mL) via syringe at −78° C. The reaction mixture was stirred at this temperature for 3 hours and quenched with saturated NH4Cl (aq). The mixture was extracted with EtOAc (2×100 mL), and the combined organic extracts were dried over Na2SO4, filtered, and concentrated under reduced pressure to afford M12.1 as a colorles... The reactants are CCOC(=O)CBr, [H-], Nc1c2c(nc3ccccc13)CCc1cn[nH]c1-2, [Na+], CN(C)C=O. Yields the product CCOC(=O)Cn1cc2c(n1)-c1c(nc3ccccc3c1N)CC2. Reaction SMILES: [Br:21][CH2:22][C:23](=[O:24])[O:25][CH2:26][CH3:27].[H-:20].[NH2:1][c:2]1[c:3]2[cH:4][cH:5][cH:6][cH:7][c:8]2[n:9][c:10]2[c:15]1-[c:14]1[c:13]([cH:18][n:17][nH:16]1)[CH2:12][CH2:11]2.[Na+:19].[O:28]=[CH:29][N:30]([CH3:31])[CH3:32]>>[NH2:1][c:2]1[c:3]2[cH:4][cH:5][cH:6][cH:7][c:8]2[n:9][c:10]2[c:15]1-[c:14]1[c:13]([cH:18][n:17]([CH2:22][C:23](=[O:24])[O:25][CH2:26][CH3:27])[n:16]1)[CH2:12][CH2:11]2. The reactants are C(C1=CC=CC=C1)ON.Cl (BnONH2HCl), CCN=C=NCCCN(C)C (EDCI), BrC1=CC=C(OCC2NC(N(C2=O)C(C(=O)O)C(C)C)=O)C=C1 (2-[4-(4-Bromophenoxymethyl)-2,5-dioxo-imidazolidin-1-yl]-3-methyl-butyric acid), BrC1=CC=C(OCC2NC(N(C2=O)C(C(=O)O)C(C)C)=O)C=C1 (2-[4-(4-Bromophenoxymethyl)-2,5-dioxo-imidazolidin-1-yl]-3-methyl-butyric acid), CN1CCOCC1 (NMM), C=1C=CC2=C(C1)N=NN2O (HOBt). The solvent is CN(C)C=O (DMF). Conditions: temperature -15 celsius, time 30 minute. Product: C(C1=CC=CC=C1)ONC(C(C(C)C)N1C(NC(C1=O)COC1=CC=C(C=C1)Br)=O)=O (N-benzyloxy-2-[4-(4-bromophenoxymethyl)-2,5-dioxo-imidazolidin-1-yl]-3-methylbutyramide). Isolated yield 83.0%. As a reaction SMILES: [Br:1][C:2]1[CH:23]=[CH:22][C:5]([O:6][CH2:7][CH:8]2[C:12](=[O:13])[N:11]([CH:14]([CH:18]([CH3:20])[CH3:19])[C:15]([OH:17])=O)[C:10](=[O:21])[NH:9]2)=[CH:4][CH:3]=1.CN1CCOCC1.C1C=CC2N(O)N=NC=2C=1.CCN=C=NCCCN(C)C.[CH2:52]([O:59][NH2:60])[C:53]1[CH:58]=[CH:57][CH:56]=[CH:55][CH:54]=1.Cl>CN(C=O)C>[CH2:52]([O:59][NH:60][C:15](=[O:17])[CH:14]([N:11]1[C:12](=[O:13])[CH:8]([CH2:7][O:6][C:5]2[CH:4]=[CH:3][C:2]([Br:1])=[CH:23][CH:22]=2)[NH:9][C:10]1=[O:21])[CH:18]([CH3:20])[CH3:19])[C:53]1[CH:58]=[CH:57][CH:56]=[CH:55][CH:54]=1 |f:4.5|. Procedure: A solution of the compound obtained in step h above (22h) (300 mg, 0.782 mmol), NMM (0.19 mL, 1.72 mmol) and HOBt (179 mg, 1.329 mmol) in DMF (11 mL) were stirred at 0° C. for 10 minutes, then the reaction was cooled to −15° C., and EDCI (165 mg, 0.860 mmol) was added. The reaction was stirred for 30 minutes at −15° C. and then allowed to warm to room temperature, BnONH2HCl (137 mg, 0.860 mmol) was added. After being stirred overnight, the reaction mixture was concentrated under vacuum, and the ... The reactants are CN1CCN(CC1)C1=CC=C(C=C1)NC1=NC=CC(=N1)C=1C(=NNC1)C1=CC=C(C=C1)C ([4-(4-Methyl-piperazin-1-yl)-phenyl]-[4-(3-p-tolyl-1H-pyrazol-4-yl)-pyrimidin-2-yl]-amine), ClC1=CC=C(C=C1)C1=NNC=C1C1=NC(=NC=C1)NC1=CC(=CC=C1)OCC1CCN(CC1)C ({4-[3(4-Chloro-phenyl)-1H-pyrazol-4-yl]-pyrimidin-2-yl}-[3-(1-methyl-piperidin-4-ylmethoxy)-phenyl]-amine). Yields the product CN1CCC(CC1)COC=1C=C(C=CC1)NC1=NC=CC(=N1)C=1C(=NNC1)C1=CC=C(C=C1)C ([3-(1-Methyl-piperidin-4-ylmethoxy)-phenyl]-[4-(3-p-tolyl-1H-pyrazol-4yl)-pyrimidin-2-yl]-amine). Reaction SMILES: CN1CCN([C:8]2[CH:13]=[CH:12][C:11]([NH:14][C:15]3[N:20]=[C:19]([C:21]4[C:22]([C:26]5[CH:31]=[CH:30][C:29]([CH3:32])=[CH:28][CH:27]=5)=[N:23][NH:24][CH:25]=4)[CH:18]=[CH:17][N:16]=3)=[CH:10][CH:9]=2)CC1.ClC1C=CC(C2C(C3C=CN=C(NC4C=CC=C([O:58][CH2:59][CH:60]5[CH2:65][CH2:64][N:63]([CH3:66])[CH2:62][CH2:61]5)C=4)N=3)=CNN=2)=CC=1>>[CH3:66][N:63]1[CH2:64][CH2:65][CH:60]([CH2:59][O:58][C:13]2[CH:12]=[C:11]([NH:14][C:15]3[N:20]=[C:19]([C:21]4[C:22]([C:26]5[CH:27]=[CH:28][C:29]([CH3:32])=[CH:30][CH:31]=5)=[N:23][NH:24][CH:25]=4)[CH:18]=[CH:17][N:16]=3)[CH:10]=[CH:9][CH:8]=2)[CH2:61][CH2:62]1. Reported procedure: The title compound is prepared as described in Example 1 using ethyl-4-methylbenzoate (see Example 25) and [3-(1-methyl-piperidin-4-ylmethoxy)-phenyl]-carbamic acid tert-butyl ester (see Example 27). The reactants are CS(=O)O.BrC=1C=CC=CC1 (3-bromobenzene methyl sulfinate), CC1(OB(OC1(C)C)C1=C(C=C(C=C1)[N+](=O)[O-])C)C (4,4,5,5-tetramethyl-2-(2-methyl-4-nitro-phenyl)-[1,3,2]dioxaborolane), C([O-])([O-])=O.[Cs+].[Cs+] (cesium carbonate). Reagents/catalysts: C1=CC=C(C=C1)P([C-]2C=CC=C2)C3=CC=CC=C3.C1=CC=C(C=C1)P([C-]2C=CC=C2)C3=CC=CC=C3.Cl[Pd]Cl.[Fe+2] (Pd(dppf)Cl2). Solvent: CN(C)C=O (DMF). Product: COS(=O)C=1C=C(C=CC1)C1=C(C=C(C=C1)[N+](=O)[O-])C (2′-Methyl-4′-nitro-biphenyl-3-sulfinic acid methyl ester). Yield: 56.0%. RXN SMILES: [CH3:1][S:2]([OH:4])=[O:3].Br[C:6]1[CH:7]=[CH:8]C=[CH:10][CH:11]=1.CC1(C)C(C)(C)OB([C:20]2[CH:25]=[CH:24][C:23]([N+:26]([O-:28])=[O:27])=[CH:22][C:21]=2[CH3:29])O1.[C:31](=O)([O-])[O-].[Cs+].[Cs+]>CN(C=O)C.C1C=CC(P(C2C=CC=CC=2)[C-]2C=CC=C2)=CC=1.C1C=CC(P(C2C=CC=CC=2)[C-]2C=CC=C2)=CC=1.Cl[Pd]Cl.[Fe+2]>[CH3:31][O:3][S:2]([C:1]1[CH:10]=[C:11]([C:20]2[CH:25]=[CH:24][C:23]([N+:26]([O-:28])=[O:27])=[CH:22][C:21]=2[CH3:29])[CH:6]=[CH:7][CH:8]=1)=[O:4] |f:0.1,3.4.5,7.8.9.10|. Reported procedure: A solution of 3-bromobenzene methyl sulfinate (541 mg, 2.3 mmol), 4,4,5,5-tetramethyl-2-(2-methyl-4-nitro-phenyl)-[1,3,2]dioxaborolane (484 mg, 1.84 mmol), cesium carbonate (900 mg, 2.76 mmol), and Pd(dppf)Cl2 (145 mg, 0.18 mmol) was stirred in DMF at 80° C. for 4 h under argon. The mixture was partitioned between EtOAc (100 mL) and aq NH4Cl (30 mL) and the layers were separated. The organic layer was further washed with water (4×30 mL), brine (30 mL), and was dried over Na2SO4. Concentration of...